This data is from the Open Reaction Database (ORD), a public repository of structured organic reaction records. The task is: describe an organic reaction: reactants, conditions, products, and yield The reactants are SCC(=O)OCC (ethyl mercaptoacetate), ClCCCC(O)C=1OC=CC1 (4-chloro-1-(2-furyl)-1-butanol), [O-]CC.[Na+] (sodium ethoxide). The solvent is C(C)O (ethanol). Yields the product C(=O)(OCC)CSCCCC(O)C=1OC=CC1 (4-(carbethoxymethylthio)-1-(2-furyl)-1-butanol). As a reaction SMILES: [SH:1][CH2:2][C:3]([O:5][CH2:6][CH3:7])=[O:4].Cl[CH2:9][CH2:10][CH2:11][CH:12]([C:14]1[O:15][CH:16]=[CH:17][CH:18]=1)[OH:13].[O-]CC.[Na+]>C(O)C>[C:3]([CH2:2][S:1][CH2:9][CH2:10][CH2:11][CH:12]([C:14]1[O:15][CH:16]=[CH:17][CH:18]=1)[OH:13])([O:5][CH2:6][CH3:7])=[O:4] |f:2.3|. Procedure details: To a stirred, refluxing mixture of ethyl mercaptoacetate, and 4-chloro-1-(2-furyl)-1-butanol (Example 160), and sodium ethoxide in ethanol. The resulting mixture is stirred at reflux for 3 hours, cooled, and concentrated to remove most of the ethanol. The residue is partitioned with ether and water. The ether phase is washed with brine and dried over potassium carbonate. The solution is concentrated, diluted with xylene, and again conentrated to give an oil. Starting materials: ClCCS(=O)(=O)Cl (2-chloroethanesulfonyl chloride), NC=1C(=NC=CN1)C(=O)OC (methyl 3-aminopyrazine-2-carboxylate), ClCCS(=O)(=O)Cl (2-chloroethanesulfonyl chloride), C(O)([O-])=O.[Na+] (sodium hydrogen carbonate), solution, ClCCS(=O)(=O)Cl (2-Chloroethanesulfonyl chloride), [H-].[Na+] (sodium hydride). Solvent: C1CCOC1 (THF). Conditions: time 8 hour. The product is N=1S(CCN2C1C(=NC=C2)C(=O)OC)(=O)=O (Methyl 3,4-dihydropyrazino[2,1-c][1,2,4]thiadiazine-9-carboxylate 2,2-dioxide). Reaction SMILES: [H-].[Na+].[NH2:3][C:4]1[C:5]([C:10]([O:12][CH3:13])=[O:11])=[N:6][CH:7]=[CH:8][N:9]=1.Cl[CH2:15][CH2:16][S:17](Cl)(=[O:19])=[O:18].C(=O)([O-])O.[Na+]>C1COCC1>[N:3]1[S:17](=[O:19])(=[O:18])[CH2:16][CH2:15][N:9]2[CH:8]=[CH:7][N:6]=[C:5]([C:10]([O:12][CH3:13])=[O:11])[C:4]=12 |f:0.1,4.5|. Procedure details: To a suspension of sodium hydride (60%, 2.0 g) in dry THF (100 mL) were added under ice-cooling methyl 3-aminopyrazine-2-carboxylate (1.53 g) and 2-chloroethanesulfonyl chloride (2.1 mL), and the mixture was stirred at room temperature overnight. To the reaction mixture was added 2-chloroethanesulfonyl chloride (2.1 mL), and the mixture was stirred at room temperature for 3 days. 2-Chloroethanesulfonyl chloride (2.1 mL) was added, and the mixture was stirred at room temperature for 3 days. The r... As a reaction SMILES: [C:1]([NH:3][C:4](=[N:7][CH2:8][CH2:9][S:10][CH2:11][C:12]1[CH:16]=[CH:15][S:14][N:13]=1)SC)#[N:2].[CH3:17][NH2:18]>>[C:1]([NH:3][C:4]([NH:7][CH2:8][CH2:9][S:10][CH2:11][C:12]1[CH:16]=[CH:15][S:14][N:13]=1)=[N:18][CH3:17])#[N:2]. Reactants: C(#N)NC(SC)=NCCSCC1=NSC=C1 (N-cyano-N'-[2-(3-isothiazolylmethylthio)ethyl]-S-methylisothiourea), CN (methylamine). The product is C(#N)NC(=NC)NCCSCC1=NSC=C1 (N-cyano-N'-[2-(3-isothiazolylmethylthio)ethyl]-N"-methylguanidine). Procedure: The reaction of N-cyano-N'-[2-(3-isothiazolylmethylthio)ethyl]-S-methylisothiourea (0.27 g.) with excess methylamine according to the procedure described in Example 3(c) and recrystallisation of the product from isopropyl acetate afforded N-cyano-N'-[2-(3-isothiazolylmethylthio)ethyl]-N"-methylguanidine (0.12 g.), m.p. 91°-93°. (Found: C, 42.4; H, 5.1; N, 27.3; S, 25.2. C9H13N5S2 requires: C, 42.3; H, 5.1; N, 27.4; S, 25.1). Reactants: C1=CC(=CC=C1O)C (p-cresol), C(C(F)(F)F)(O)O (fluoral hydrate), MgO. Run at temperature 100 celsius. Product: FC(C(O)C1=C(C=CC(=C1)C)O)(F)F (2,2,2-Trifluoro-1-(2-hydroxy-5-methyl-phenyl)ethanol). Isolated yield 90.0%. As a reaction SMILES: [CH:1]1[C:6]([OH:7])=[CH:5][CH:4]=[C:3]([CH3:8])[CH:2]=1.[CH:9](O)([OH:14])[C:10]([F:13])([F:12])[F:11]>>[F:11][C:10]([F:13])([F:12])[CH:9]([C:1]1[CH:2]=[C:3]([CH3:8])[CH:4]=[CH:5][C:6]=1[OH:7])[OH:14]. Procedure details: 11.6 g (100 mmol) of p-cresol and 3.9 g (25 mmol) of 75% fluoral hydrate are introduced into a 100 ml reactor. 5.0 g of MgO are added. The mixture is heated at 100° C. for 6 hours. After treating according to the protocol described in Example 1, a yield of 90% of the expected alcohol is obtained. Starting materials: CO, [O-][I+3]([O-])([O-])[O-], [Na+], O, COc1ccc2ccccc2c1C(CNC=O)Sc1ccccc1. Product: COc1ccc2ccccc2c1C(CNC=O)S(=O)c1ccccc1. RXN SMILES: [CH3:32][OH:33].[I+3:1]([O-:2])([O-:3])([O-:4])[O-:5].[Na+:6].[OH2:31].[c:7]1([S:13][CH:14]([CH2:15][NH:16][CH:17]=[O:18])[c:19]2[c:20]([O:29][CH3:30])[cH:21][cH:22][c:23]3[cH:24][cH:25][cH:26][cH:27][c:28]23)[cH:8][cH:9][cH:10][cH:11][cH:12]1>>[O:2]=[S:13]([c:7]1[cH:8][cH:9][cH:10][cH:11][cH:12]1)[CH:14]([CH2:15][NH:16][CH:17]=[O:18])[c:19]1[c:20]([O:29][CH3:30])[cH:21][cH:22][c:23]2[cH:24][cH:25][cH:26][cH:27][c:28]12.